This data is from the Open Reaction Database (ORD), a public repository of structured organic reaction records. The task is: describe an organic reaction: reactants, conditions, products, and yield Reactants: CC(C)(C)OC(=O)N1CCN(C(=O)OC(C)(C)C)C(CCO)C1, CI, [Cl-], [H-], [NH4+], [Na+], C1CCOC1. Yields the product COCCC1CN(C(=O)OC(C)(C)C)CCN1C(=O)OC(C)(C)C. Reaction SMILES: [C:3]([CH3:4])([CH3:5])([CH3:6])[O:7][C:8](=[O:9])[N:10]1[CH:11]([CH2:23][CH2:24][OH:25])[CH2:12][N:13]([C:16](=[O:17])[O:18][C:19]([CH3:20])([CH3:21])[CH3:22])[CH2:14][CH2:15]1.[CH3:26][I:27].[Cl-:33].[H-:1].[NH4+:34].[Na+:2].[O:28]1[CH2:29][CH2:30][CH2:31][CH2:32]1>>[C:3]([CH3:4])([CH3:5])([CH3:6])[O:7][C:8](=[O:9])[N:10]1[CH:11]([CH2:23][CH2:24][O:25][CH3:26])[CH2:12][N:13]([C:16](=[O:17])[O:18][C:19]([CH3:20])([CH3:21])[CH3:22])[CH2:14][CH2:15]1.